The task is: describe an organic reaction: reactants, conditions, products, and yield. This data is from the Open Reaction Database (ORD), a public repository of structured organic reaction records. Starting materials: BrC1=CC(=C(C=C1)O)OC (4-bromo-2-methoxyphenol), Cl.ClCCN1CCCC1 (1-(2-chloroethyl)pyrrolidine hydrochloride). Yields the product BrC1=CC(=C(OCCN2CCCC2)C=C1)OC (1-[2-(4-bromo-2-methoxyphenoxy)ethyl]pyrrolidine). Reaction SMILES: [Br:1][C:2]1[CH:7]=[CH:6][C:5]([OH:8])=[C:4]([O:9][CH3:10])[CH:3]=1.Cl.Cl[CH2:13][CH2:14][N:15]1[CH2:19][CH2:18][CH2:17][CH2:16]1>>[Br:1][C:2]1[CH:7]=[CH:6][C:5]([O:8][CH2:13][CH2:14][N:15]2[CH2:19][CH2:18][CH2:17][CH2:16]2)=[C:4]([O:9][CH3:10])[CH:3]=1 |f:1.2|. Reported procedure: The product was obtained analogously to Example 24.1a starting from 4-bromo-2-methoxyphenol and 1-(2-chloroethyl)pyrrolidine hydrochloride. Yield: 3.96 g (45% of theoretical); C13H19BrNO2 (M=300.192); calc.: molpeak (M+H)+: 300/302 (Br); found: molpeak (M+H)+: 300/302 (Br); HPLC-MS: 4.67 minutes (method A). The product is COC(=O)C(C)(SC)c1cccc(Oc2ccccc2)c1. Reactants: COC(=O)C(SC)c1cccc(Oc2ccccc2)c1, CI, CN(C)C=O, [Cl-], [H-], [NH4+], [Na+]. Reaction SMILES: [CH3:1][S:2][CH:3]([C:4](=[O:5])[O:6][CH3:7])[c:8]1[cH:9][c:10]([O:14][c:15]2[cH:16][cH:17][cH:18][cH:19][cH:20]2)[cH:11][cH:12][cH:13]1.[CH3:23][I:24].[CH3:27][N:28]([CH3:29])[CH:30]=[O:31].[Cl-:25].[H-:21].[NH4+:26].[Na+:22]>>[CH3:1][S:2][C:3]([C:4](=[O:5])[O:6][CH3:7])([c:8]1[cH:9][c:10]([O:14][c:15]2[cH:16][cH:17][cH:18][cH:19][cH:20]2)[cH:11][cH:12][cH:13]1)[CH3:23]. Reactants: ClCCCBr, O=c1[nH]ccc2cc(Br)ccc12, O=C([O-])[O-], CN1CCCC1=O, [K+], [K+], O. The product is O=c1c2ccc(Br)cc2ccn1CCCCl. As a reaction SMILES: [Br:19][CH2:20][CH2:21][CH2:22][Cl:23].[Br:1][c:2]1[cH:3][c:4]2[cH:5][cH:6][nH:7][c:8](=[O:12])[c:9]2[cH:10][cH:11]1.[C:13](=[O:14])([O-:15])[O-:16].[CH3:24][N:25]1[CH2:26][CH2:27][CH2:28][C:29]1=[O:30].[K+:17].[K+:18].[OH2:31]>>[Br:1][c:2]1[cH:3][c:4]2[cH:5][cH:6][n:7]([CH2:20][CH2:21][CH2:22][Cl:23])[c:8](=[O:12])[c:9]2[cH:10][cH:11]1. The reactants are N1CCCCC1 (piperidine), C(C)(=O)OC(C)=O (acetic anhydride), C(=O)O (formic acid), NC=1C=C(C=C2CC(NC12)=O)F (7-amino-5-fluoro-1,3-dihydro-indol-2-one). The solvent is O1CCCC1 (tetrahydrofuran). Reaction conditions: time 1 hour. The product is FC1=CC2=CC(N=C2C(=C1)NC=O)=O (5-fluoro-7-formamido-indol-2-one). Isolated yield 30.4%. RXN SMILES: [C:1](OC(=O)C)(=[O:3])C.C(O)=O.[NH2:11][C:12]1[CH:13]=[C:14]([F:22])[CH:15]=[C:16]2[C:20]=1[NH:19][C:18](=[O:21])[CH2:17]2.N1CCCCC1>O1CCCC1>[F:22][C:14]1[CH:13]=[C:12]([NH:11][CH:1]=[O:3])[C:20]2[C:16](=[CH:17][C:18](=[O:21])[N:19]=2)[CH:15]=1. Reported procedure: A mixture of acetic anhydride (0.8 ml) and formic acid (0.6 ml) was stirred for 1 hour at room temperature, and added with 7-amino-5-fluoro-1,3-dihydro-indol-2-one 20b (2.0 g, 12 mmol) in 30 ml of tetrahydrofuran to the above mixture, followed by piperidine (0.02 ml). The resulting mixture was stirred for 3 hours until precipitates were formed, filtered to provide the crude product (1.95 g), and recrystallized from methanol to obtain the title compound 5-fluoro-7-formamido-indol-2-one 20c (700 m... Starting materials: C1CCOC1, CC(C)(C)[O-], SC1CCCCC1, Clc1ncnc2[nH]ccc12, Cl, [K+]. The product is c1nc(SC2CCCCC2)c2cc[nH]c2n1. Reaction SMILES: [CH2:25]1[O:26][CH2:27][CH2:28][CH2:29]1.[CH3:18][C:19]([CH3:20])([O-:21])[CH3:22].[CH:11]1([SH:17])[CH2:12][CH2:13][CH2:14][CH2:15][CH2:16]1.[Cl:1][c:2]1[c:3]2[c:4]([n:5][cH:6][n:7]1)[nH:8][cH:9][cH:10]2.[ClH:24].[K+:23]>>[c:2]1([S:17][CH:11]2[CH2:12][CH2:13][CH2:14][CH2:15][CH2:16]2)[c:3]2[c:4]([n:5][cH:6][n:7]1)[nH:8][cH:9][cH:10]2. Starting materials: C(=O)[O-].[U+2](=O)=O.C(=O)[O-] (uranyl formate). Solvent: C(=O)O (formic acid), C(=O)O (formic acid), C(=O)O (formic acid). Reaction conditions: temperature 25 celsius. Yields the product O.C(=O)[O-].[U+2](=O)=O.C(=O)[O-] (uranyl formate monohydrate). RXN SMILES: [CH:1]([O-:3])=[O:2].[U+2:4](=[O:6])=[O:5].[CH:7]([O-:9])=[O:8]>C(O)=O>[OH2:2].[CH:7]([O-:9])=[O:8].[U+2:4](=[O:6])=[O:5].[CH:1]([O-:3])=[O:2] |f:0.1.2,4.5.6.7|. Procedure details: Unsaturated uranyl formate solution from the denitration step and at the denitration temperature of about 90° C. is then contacted with additional formic acid to precipitate uranyl formate monohydrate. The formic acid is added in sufficient stoichiometric excess and at a rate selected to control the nucleation and growth of crystalline particles during precipitation and to yield the desired particle size distribution for powder metallurgical requirements. Formic acid preferably at or in excess o...